From a dataset of the Open Reaction Database (ORD), a public repository of structured organic reaction records. describe an organic reaction: reactants, conditions, products, and yield Starting materials: C, CO, CC(C)(C)OC(=O)Nc1cccc(Oc2ccc([N+](=O)[O-])c(N)c2)c1, C1CCOC1, [Pd]. Yields the product CC(C)(C)OC(=O)Nc1cccc(Oc2ccc(N)c(N)c2)c1. Reaction SMILES: [C:33].[CH3:31][OH:32].[NH2:1][c:2]1[cH:3][c:4]([O:5][c:6]2[cH:7][c:8]([NH:12][C:13]([O:14][C:15]([CH3:16])([CH3:17])[CH3:18])=[O:19])[cH:9][cH:10][cH:11]2)[cH:20][cH:21][c:22]1[N+:23]([O-:24])=[O:25].[O:26]1[CH2:27][CH2:28][CH2:29][CH2:30]1.[Pd:34]>>[NH2:1][c:2]1[cH:3][c:4]([O:5][c:6]2[cH:7][c:8]([NH:12][C:13]([O:14][C:15]([CH3:16])([CH3:17])[CH3:18])=[O:19])[cH:9][cH:10][cH:11]2)[cH:20][cH:21][c:22]1[NH2:23]. Reactants: COC=1C=C(C=CC1OC)CC(=O)C1=CC=CC=C1 (2-(3,4-dimethoxyphenyl)-1-phenylethanone), BrC1=CC=C(C=C1)CC(=O)O (2-(4-bromophenyl)acetic acid). The product is BrC1=CC=C(C=C1)CC(=O)C1=CC=CC=C1 (2-(4-bromophenyl)-1-phenylethanone). As a reaction SMILES: CO[C:3]1[CH:4]=[C:5]([CH2:11][C:12]([C:14]2[CH:19]=[CH:18][CH:17]=[CH:16][CH:15]=2)=[O:13])[CH:6]=[CH:7][C:8]=1OC.[Br:20]C1C=CC(CC(O)=O)=CC=1>>[Br:20][C:8]1[CH:7]=[CH:6][C:5]([CH2:11][C:12]([C:14]2[CH:19]=[CH:18][CH:17]=[CH:16][CH:15]=2)=[O:13])=[CH:4][CH:3]=1. Procedure details: Prepared by the same two step synthesis described in the synthesis of Intermediate 7, starting from 2-(4-bromophenyl)acetic acid. The reactants are CNCCc1ccccn1, COC1=C(OC)C2C(=O)NC(=O)C2(CCC=O)C=C1. Product: COC1=C(OC)C2C(=O)NC(=O)C2(CCCN(C)CCc2ccccn2)C=C1. RXN SMILES: [CH3:20][NH:21][CH2:22][CH2:23][c:24]1[n:25][cH:26][cH:27][cH:28][cH:29]1.[CH:1](=[O:2])[CH2:3][CH2:4][C:5]12[CH:6]([C:7](=[O:8])[NH:9][C:10]1=[O:11])[C:12]([O:18][CH3:19])=[C:13]([O:16][CH3:17])[CH:14]=[CH:15]2>>[CH2:1]([CH2:3][CH2:4][C:5]12[CH:6]([C:7](=[O:8])[NH:9][C:10]1=[O:11])[C:12]([O:18][CH3:19])=[C:13]([O:16][CH3:17])[CH:14]=[CH:15]2)[N:21]([CH3:20])[CH2:22][CH2:23][c:24]1[n:25][cH:26][cH:27][cH:28][cH:29]1. The reactants are CC(C=CC=O)=CC#CC(=CC=C1C(=CC(CC1(C)C)=O)C)C (4,8-dimethyl-10-(4-oxo-2,6,6-trimethyl-2-cyclohexenylidene)-2,4,8-decatrien-6-ynal), N1=CC=CC2=CC=CC=C12 (quinoline), C1=CC=CC=C1 (benzene), solution. The reagents and catalysts are [Pd].CC(=O)[O-].CC(=O)[O-].[Pb+2] (Lindlar catalyst). The solvent is CC(=O)C (acetone). Yields the product CC(C=CC=O)=CC=CC(=CC=C1C(=CC(CC1(C)C)=O)C)C (4,8-Dimethyl-10-(4-Oxo-2,6,6-Trimethyl-2-Cyclohexenylidene)-2,4,6,8-Decatetraenal). RXN SMILES: [CH3:1][C:2](=[CH:7][C:8]#[C:9][C:10]([CH3:23])=[CH:11][CH:12]=[C:13]1[C:18]([CH3:20])([CH3:19])[CH2:17][C:16](=[O:21])[CH:15]=[C:14]1[CH3:22])[CH:3]=[CH:4][CH:5]=[O:6].C1C=CC=CC=1.N1C2C(=CC=CC=2)C=CC=1>[Pd].CC([O-])=O.CC([O-])=O.[Pb+2].CC(C)=O>[CH3:1][C:2](=[CH:7][CH:8]=[CH:9][C:10]([CH3:23])=[CH:11][CH:12]=[C:13]1[C:18]([CH3:20])([CH3:19])[CH2:17][C:16](=[O:21])[CH:15]=[C:14]1[CH3:22])[CH:3]=[CH:4][CH:5]=[O:6] |f:3.4.5.6|. Reported procedure: 2 g. of pure 4,8-dimethyl-10-(4-oxo-2,6,6-trimethyl-2-cyclohexenylidene)-2,4,8-decatrien-6-ynal in 50 ml. of benzene was hydrogenated in the presence of 0.5 g. of Lindlar catalyst and 0.5 ml. of a 1% solution of quinoline in acetone. After consumption of 240 ml. of hydrogen, which took place within 21/2 hours, the suspension was filtered and concentrated. The residue crystallized only partially after chromatography on 200 g. of silica gel G with benzene ethyl ether in a volume ratio of 3:2. Reactants: ClC=1C=C(C=CC1Cl)C1=NC=2C(=NC=CC2)N1CC(=O)O (2-(3,4-dichlorophenyl)-3H-imidazo[4,5-b]pyridine-3-acetic acid), C(=O)(N1C=NC=C1)N1C=NC=C1 (1,1'-carbonyldiimidazole), N1CCCCC1 (Piperidine). Conditions: time 4 hour. Run in O1CCCC1 (tetrahydrofuran). Yields the product ClC=1C=C(C=CC1Cl)C1=NC=2C(=NC=CC2)N1CC(N1CCCCC1)=O (2-(3,4-Dichlorophenyl)-3-[2-oxo-2-(1-piperidinyl)ethyl]-3H-imidazo-[4,5-b]pyridine). Procedure: Under nitrogen bubbling, a mixture of 2-(3,4-dichlorophenyl)-3H-imidazo[4,5-b]pyridine-3-acetic acid (3.5 g, 0.011 mole) and 1,1'-carbonyldiimidazole (1.95 g, 0.011 mole) in 150 ml of tetrahydrofuran was stirred at room temperature for 4 hrs. Piperidine (1.87 g, 0.022 mole) was added and the reaction was allowed to stir at room temperature overnight. RXN SMILES: [Cl:1][C:2]1[CH:3]=[C:4]([C:9]2[N:17]([CH2:18][C:19](O)=[O:20])[C:12]3=[N:13][CH:14]=[CH:15][CH:16]=[C:11]3[N:10]=2)[CH:5]=[CH:6][C:7]=1[Cl:8].C(N1C=CN=C1)(N1C=CN=C1)=O.[NH:34]1[CH2:39][CH2:38][CH2:37][CH2:36][CH2:35]1>O1CCCC1>[Cl:1][C:2]1[CH:3]=[C:4]([C:9]2[N:17]([CH2:18][C:19](=[O:20])[N:34]3[CH2:39][CH2:38][CH2:37][CH2:36][CH2:35]3)[C:12]3=[N:13][CH:14]=[CH:15][CH:16]=[C:11]3[N:10]=2)[CH:5]=[CH:6][C:7]=1[Cl:8]. Reactants: ClCCCOC=1C=CC2=C(C(OC(N2)=O)(C)C)C1 (6-(3-chloropropoxy)-4,4-dimethyl-4H-3,1-benzoxazin-2-one), ClC=1C=C(C=CC1Cl)S (3,4-dichloro-thiophenol). The product is ClC=1C=C(C=CC1Cl)SCCCOC=1C=CC2=C(C(OC(N2)=O)(C)C)C1 (6-[3-(3,4-Dichloro-phenylmercapto)-propoxy]-4,4-dimethyl-4H-3,1-benzoxazin-2-one). RXN SMILES: Cl[CH2:2][CH2:3][CH2:4][O:5][C:6]1[CH:7]=[CH:8][C:9]2[NH:14][C:13](=[O:15])[O:12][C:11]([CH3:17])([CH3:16])[C:10]=2[CH:18]=1.[Cl:19][C:20]1[CH:21]=[C:22]([SH:27])[CH:23]=[CH:24][C:25]=1[Cl:26]>>[Cl:19][C:20]1[CH:21]=[C:22]([S:27][CH2:2][CH2:3][CH2:4][O:5][C:6]2[CH:7]=[CH:8][C:9]3[NH:14][C:13](=[O:15])[O:12][C:11]([CH3:17])([CH3:16])[C:10]=3[CH:18]=2)[CH:23]=[CH:24][C:25]=1[Cl:26]. Reported procedure: Prepared analogously to Example 1 from 6-(3-chloropropoxy)-4,4-dimethyl-4H-3,1-benzoxazin-2-one and 3,4-dichloro-thiophenol. Product: O=CC1CCC2(OCCO2)C1CCCCCCCO. Starting materials: N#CC1CCC2(OCCO2)C1CCCCCCCO, CC(C)C[AlH]CC(C)C, CC(=O)O, CCOCC, c1ccccc1. As a reaction SMILES: [C:10](#[N:11])[CH:12]1[CH:13]([CH2:21][CH2:22][CH2:23][CH2:24][CH2:25][CH2:26][CH2:27][OH:28])[C:14]2([O:15][CH2:16][CH2:17][O:18]2)[CH2:19][CH2:20]1.[CH3:1][CH:2]([CH2:3][AlH:4][CH2:5][CH:6]([CH3:7])[CH3:8])[CH3:9].[CH3:29][C:30]([OH:31])=[O:32].[CH3:39][CH2:40][O:41][CH2:42][CH3:43].[cH:33]1[cH:34][cH:35][cH:36][cH:37][cH:38]1>>[CH:10]([CH:12]1[CH:13]([CH2:21][CH2:22][CH2:23][CH2:24][CH2:25][CH2:26][CH2:27][OH:28])[C:14]2([O:15][CH2:16][CH2:17][O:18]2)[CH2:19][CH2:20]1)=[O:31].